Task: describe an organic reaction: reactants, conditions, products, and yield. Dataset: the Open Reaction Database (ORD), a public repository of structured organic reaction records As a reaction SMILES: [Br:32][CH2:33][c:34]1[cH:35][cH:36][cH:37][cH:38][cH:39]1.[C:1]([CH3:2])([CH3:3])([CH3:4])[O:5][C:6]([CH2:7][N:8]1[C:9](=[O:24])[C:10]2([c:11]3[cH:12][c:13]([Cl:17])[cH:14][cH:15][c:16]31)[C:18](=[O:23])[NH:19][C:20](=[O:22])[CH2:21]2)=[O:25].[C:26](=[O:27])([O-:28])[O-:29].[CH3:41][N:42]([CH3:43])[CH:44]=[O:45].[K+:30].[K+:31].[OH2:40]>>[C:1]([CH3:2])([CH3:3])([CH3:4])[O:5][C:6]([CH2:7][N:8]1[C:9](=[O:24])[C:10]2([c:11]3[cH:12][c:13]([Cl:17])[cH:14][cH:15][c:16]31)[C:18](=[O:23])[N:19]([CH2:33][c:34]1[cH:35][cH:36][cH:37][cH:38][cH:39]1)[C:20](=[O:22])[CH2:21]2)=[O:25]. The reactants are BrCc1ccccc1, CC(C)(C)OC(=O)CN1C(=O)C2(CC(=O)NC2=O)c2cc(Cl)ccc21, O=C([O-])[O-], CN(C)C=O, [K+], [K+], O. Product: CC(C)(C)OC(=O)CN1C(=O)C2(CC(=O)N(Cc3ccccc3)C2=O)c2cc(Cl)ccc21. Starting materials: CC(C)(C)OC(=O)Nc1cc2nc(-c3ccccc3)cn2cc1Br, CCOC(C)=O, Cc1ccccc1, OB(O)C1CC1, C1CCC(P(C2CCCCC2)C2CCCCC2)CC1, [K+], [K+], [K+], CC(=O)[O-], CC(=O)[O-], O, O=P([O-])([O-])[O-], [Pd+2]. Product: CC(C)(C)OC(=O)Nc1cc2nc(-c3ccccc3)cn2cc1C1CC1. RXN SMILES: [C:1]([CH3:2])([CH3:3])([CH3:4])[O:5][C:6]([NH:7][c:8]1[cH:9][c:10]2[n:11]([cH:12][c:13]1[Br:14])[cH:15][c:16](-[c:18]1[cH:19][cH:20][cH:21][cH:22][cH:23]1)[n:17]2)=[O:24].[CH3:58][CH2:59][O:60][C:61](=[O:62])[CH3:63].[CH3:74][c:75]1[cH:76][cH:77][cH:78][cH:79][cH:80]1.[CH:25]1([B:28]([OH:29])[OH:30])[CH2:26][CH2:27]1.[CH:39]1([P:40]([CH:41]2[CH2:42][CH2:43][CH2:44][CH2:45][CH2:46]2)[CH:47]2[CH2:48][CH2:49][CH2:50][CH2:51][CH2:52]2)[CH2:53][CH2:54][CH2:55][CH2:56][CH2:57]1.[K+:36].[K+:37].[K+:38].[O-:65][C:66]([CH3:67])=[O:68].[O-:69][C:70]([CH3:71])=[O:72].[OH2:73].[P:31]([O-:32])([O-:33])([O-:34])=[O:35].[Pd+2:64]>>[C:1]([CH3:2])([CH3:3])([CH3:4])[O:5][C:6]([NH:7][c:8]1[cH:9][c:10]2[n:11]([cH:12][c:13]1[CH:25]1[CH2:26][CH2:27]1)[cH:15][c:16](-[c:18]1[cH:19][cH:20][cH:21][cH:22][cH:23]1)[n:17]2)=[O:24].